Dataset: the Open Reaction Database (ORD), a public repository of structured organic reaction records. Task: describe an organic reaction: reactants, conditions, products, and yield The reactants are C(C)N1C(C=C(C2=CC=C(C=C12)P(O)(=O)C1=CC=C2C(=CC(N(C2=C1)CC)(C)C)C)C)(C)C (bis(1-ethyl-2,2,4-trimethyl-1,2-dihydroquinolin-7-yl)phosphinic acid). Reagents/catalysts: [Pt] (platinum). Solvent: CO (methanol). Conditions: time 5 hour. Yields the product C(C)N1C(CC(C2=CC=C(C=C12)P(O)(=O)C1=CC=C2C(CC(N(C2=C1)CC)(C)C)C)C)(C)C (bis(1-ethyl-2,2,4-trimethyl-1,2,3,4-tetrahydroquinolin-7-yl)phosphinic acid). Isolated yield 95.9%. Reaction SMILES: [CH2:1]([N:3]1[C:12]2[C:7](=[CH:8][CH:9]=[C:10]([P:13]([C:16]3[CH:25]=[C:24]4[C:19]([C:20]([CH3:30])=[CH:21][C:22]([CH3:29])([CH3:28])[N:23]4[CH2:26][CH3:27])=[CH:18][CH:17]=3)(=[O:15])[OH:14])[CH:11]=2)[C:6]([CH3:31])=[CH:5][C:4]1([CH3:33])[CH3:32])[CH3:2]>CO.[Pt]>[CH2:26]([N:23]1[C:24]2[C:19](=[CH:18][CH:17]=[C:16]([P:13]([C:10]3[CH:11]=[C:12]4[C:7]([CH:6]([CH3:31])[CH2:5][C:4]([CH3:33])([CH3:32])[N:3]4[CH2:1][CH3:2])=[CH:8][CH:9]=3)(=[O:14])[OH:15])[CH:25]=2)[CH:20]([CH3:30])[CH2:21][C:22]1([CH3:28])[CH3:29])[CH3:27]. Reported procedure: To a solution of the compound bis(1-ethyl-2,2,4-trimethyl-1,2-dihydroquinolin-7-yl)phosphinic acid (4.22 g, 9.1 mmol) (Example 5) in methanol (100 mL), was added platinum (0.42 g, 5 wt. % on activated carbon). The mixture was stirred under hydrogen (50 psi) for 5 hours. The mixture was filtered through a pad of celite and then evaporated to dryness to give white solid (4.09 g, 96% yield). It is used without further purification. The structure of bis(1-ethyl-2,2,4-trimethyl-1,2,3,4-tetrahydroquin... The reactants are CC1CNCC(C)N1, CN(C)C=O, CSc1nn2c(Cl)cc(C)nc2c1S(=O)(=O)c1ccccc1. The product is CSc1nn2c(N3CC(C)NC(C)C3)cc(C)nc2c1S(=O)(=O)c1ccccc1. Reaction SMILES: [CH3:1][CH:2]1[NH:3][CH:4]([CH3:8])[CH2:5][NH:6][CH2:7]1.[O:31]=[CH:32][N:33]([CH3:34])[CH3:35].[c:9]1([S:15](=[O:16])(=[O:17])[c:18]2[c:19]([S:29][CH3:30])[n:20][n:21]3[c:22]2[n:23][c:24]([CH3:28])[cH:25][c:26]3[Cl:27])[cH:10][cH:11][cH:12][cH:13][cH:14]1>>[CH3:1][CH:2]1[NH:3][CH:4]([CH3:8])[CH2:5][N:6]([c:26]2[n:21]3[n:20][c:19]([S:29][CH3:30])[c:18]([S:15]([c:9]4[cH:10][cH:11][cH:12][cH:13][cH:14]4)(=[O:16])=[O:17])[c:22]3[n:23][c:24]([CH3:28])[cH:25]2)[CH2:7]1. Starting materials: CN(C=CC(=O)C1=C(C=C(C=C1)OC)O)C (3-(dimethylamino)-1-(2-hydroxy-4-methoxyphenyl)prop-2-en-1-one), IN1C(CCC1=O)=O (N-iodosuccinimide), CO (methanol). Run in C(Cl)(Cl)Cl (chloroform). Conditions: temperature 0 celsius, time 60 minute. Product: IC1=COC2=CC(=CC=C2C1=O)OC (3-iodo-7-methoxychromen-4-one). As a reaction SMILES: CN(C)[CH:3]=[CH:4][C:5]([C:7]1[CH:12]=[CH:11][C:10]([O:13][CH3:14])=[CH:9][C:8]=1[OH:15])=[O:6].[I:17]N1C(=O)CCC1=O.CO>C(Cl)(Cl)Cl>[I:17][C:4]1[C:5](=[O:6])[C:7]2[C:8](=[CH:9][C:10]([O:13][CH3:14])=[CH:11][CH:12]=2)[O:15][CH:3]=1. Procedure details: To a solution of 3-(dimethylamino)-1-(2-hydroxy-4-methoxyphenyl)prop-2-en-1-one (20.0 g, 90.37 mmol) in anhydrous chloroform (100 ml) at 0° C. was added N-iodosuccinimide (23.5 g, 99.22 mmol) and silica gel (40 g). The reaction mixture was stirred at 0° C. for 60 minutes, then the insoluble material filtered off. The filtrate was washed with aqueous sodium thiosulfate (0.5M, 2×50 ml), followed by brine (100 ml), then dried over sodium sulfate. The solvent was removed under reduced pressure, prov...